From a dataset of the Open Reaction Database (ORD), a public repository of structured organic reaction records. describe an organic reaction: reactants, conditions, products, and yield Starting materials: C(C)(=O)OCC1=C(C=C(C=C1B1OC(C(O1)(C)C)(C)C)F)N1C(C=2SC=3CC(CC3C2CC1)(C)C)=O ((2-{4,4-Dimethyl-9-oxo-7-thia-10-azatricyclo[6.4.0.02,6]dodeca-1(8),2(6)-dien-10-yl}-4-fluoro-6-(tetramethyl-1,3,2-dioxaborolan-2-yl)phenyl)methyl Acetate), BrC=1C=C(C(N(C1)C)=O)NC1=NN2C(CN(CC2)C2COC2)=C1 (5-bromo-1-methyl-3-(5-(oxetan-3-yl)-4,5,6,7-tetrahydropyrazolo[1,5-a]pyrazin-2-ylamino)pyridin-2(1H)-one), K3PO4.3H2O, CC(=O)[O-].[Na+] (NaOAc). Reagents/catalysts: C1=CC=C(C=C1)P([C-]2C=CC=C2)C3=CC=CC=C3.C1=CC=C(C=C1)P([C-]2C=CC=C2)C3=CC=CC=C3.Cl[Pd]Cl.[Fe+2] (Pd(dppf)Cl2). Solvent: CC#N (CH3CN). Conditions: temperature 110 celsius. Product: C(C)(=O)OCC1=C(C=C(C=C1C1=CN(C(C(=C1)NC1=NN2C(CN(CC2)C2COC2)=C1)=O)C)F)N1C(C=2SC=3CC(CC3C2CC1)(C)C)=O ((2-{4,4-Dimethyl-9-oxo-7-thia-10-azatricyclo[6.4.0.02,6]dodeca-1(8),2(6)-dien-10-yl}-4-fluoro-6-(1-methyl-5-{[5-(oxetan-3-yl)-4H,5H,6H,7H-pyrazolo[1,5-a]pyrazin-2-yl]amino}-6-oxo-1,6-dihydropyridin-3-yl)phenyl)methyl Acetate). The yield is 75.8%. Reaction SMILES: [C:1]([O:4][CH2:5][C:6]1[C:11](B2OC(C)(C)C(C)(C)O2)=[CH:10][C:9]([F:21])=[CH:8][C:7]=1[N:22]1[CH2:33][CH2:32][C:31]2[C:30]3[CH2:29][C:28]([CH3:35])([CH3:34])[CH2:27][C:26]=3[S:25][C:24]=2[C:23]1=[O:36])(=[O:3])[CH3:2].Br[C:38]1[CH:39]=[C:40]([NH:46][C:47]2[CH:59]=[C:50]3[CH2:51][N:52]([CH:55]4[CH2:58][O:57][CH2:56]4)[CH2:53][CH2:54][N:49]3[N:48]=2)[C:41](=[O:45])[N:42]([CH3:44])[CH:43]=1.CC([O-])=O.[Na+]>CC#N.C1C=CC(P(C2C=CC=CC=2)[C-]2C=CC=C2)=CC=1.C1C=CC(P(C2C=CC=CC=2)[C-]2C=CC=C2)=CC=1.Cl[Pd]Cl.[Fe+2]>[C:1]([O:4][CH2:5][C:6]1[C:11]([C:38]2[CH:39]=[C:40]([NH:46][C:47]3[CH:59]=[C:50]4[CH2:51][N:52]([CH:55]5[CH2:58][O:57][CH2:56]5)[CH2:53][CH2:54][N:49]4[N:48]=3)[C:41](=[O:45])[N:42]([CH3:44])[CH:43]=2)=[CH:10][C:9]([F:21])=[CH:8][C:7]=1[N:22]1[CH2:33][CH2:32][C:31]2[C:30]3[CH2:29][C:28]([CH3:34])([CH3:35])[CH2:27][C:26]=3[S:25][C:24]=2[C:23]1=[O:36])(=[O:3])[CH3:2] |f:2.3,5.6.7.8|. Procedure details: A sealed tube was charged with the mixture of (2-{4,4-dimethyl-9-oxo-7-thia-10-azatricyclo[6.4.0.02,6]dodeca-1(8),2(6)-dien-10-yl}-4-fluoro-6-(4,4,5,5-tetramethyl-1,3,2-dioxaborolan-2-yl)phenyl)methyl acetate 247b (300 mg, 0.584 mmol), 5-bromo-1-methyl-3-(5-(oxetan-3-yl)-4,5,6,7-tetrahydropyrazolo[1,5-a]pyrazin-2-ylamino)pyridin-2(1H)-one 252a (222 mg, 0.584 mmol), Pd(dppf)Cl2 (48 mg, 0.0584 mmol), K3PO4.3H2O (311 mg, 1.168 mmol), and NaOAc (96 mg, 1.168 mmol) in CH3CN (20 mL). The system was ev...